This data is from the Open Reaction Database (ORD), a public repository of structured organic reaction records. The task is: describe an organic reaction: reactants, conditions, products, and yield Starting materials: CC(C)(C)O, C1CCOC1, CC=C(C)C, O=CO, COc1nccc(I)c1C=O, O. The product is COc1nccc(I)c1C(=O)O. Reaction SMILES: [C:21]([OH:22])([CH3:23])([CH3:24])[CH3:25].[CH2:26]1[O:27][CH2:28][CH2:29][CH2:30]1.[CH3:12][C:13](=[CH:14][CH3:15])[CH3:16].[CH:18](=[O:19])[OH:20].[I:1][c:2]1[c:3]([CH:10]=[O:11])[c:4]([O:8][CH3:9])[n:5][cH:6][cH:7]1.[OH2:17]>>[I:1][c:2]1[c:3]([C:10](=[O:11])[OH:19])[c:4]([O:8][CH3:9])[n:5][cH:6][cH:7]1. The reactants are ClCCl, O=C(Cl)Cl, Cc1ccc(Cl)cc1, Nc1ccc(C2CNCCO2)c(F)c1. The product is O=C=Nc1ccc(C2CNCCO2)c(F)c1. RXN SMILES: [CH2:19]([Cl:20])[Cl:21].[Cl:15][C:16]([Cl:17])=[O:18].[Cl:22][c:23]1[cH:24][cH:25][c:26]([CH3:27])[cH:28][cH:29]1.[F:1][c:2]1[cH:3][c:4]([NH2:5])[cH:6][cH:7][c:8]1[CH:9]1[O:10][CH2:11][CH2:12][NH:13][CH2:14]1>>[F:1][c:2]1[cH:3][c:4]([N:5]=[C:16]=[O:18])[cH:6][cH:7][c:8]1[CH:9]1[O:10][CH2:11][CH2:12][NH:13][CH2:14]1. Starting materials: CSC1CC(N1)=O (4-Methylthioazetidin-2-one), BrCC#CC1=CC=C(C=C1)C(=O)OCC1=CC=C(C=C1)OC (3-bromo-1-[p-(p-methoxybenzyloxycarbonyl)-phenyl]-prop-1-yne). Product: CSC1CC(N1CC#CC1=CC=C(C=C1)C(=O)OCC1=CC=C(C=C1)OC)=O (3-(4-Methylthio-2-oxoazetidin-1-yl)-1-[p-(p-methoxybenzyloxycarbonyl)-phenyl]-prop-1yne). Reaction SMILES: [CH3:1][S:2][CH:3]1[NH:6][C:5](=[O:7])[CH2:4]1.Br[CH2:9][C:10]#[C:11][C:12]1[CH:17]=[CH:16][C:15]([C:18]([O:20][CH2:21][C:22]2[CH:27]=[CH:26][C:25]([O:28][CH3:29])=[CH:24][CH:23]=2)=[O:19])=[CH:14][CH:13]=1>>[CH3:1][S:2][CH:3]1[N:6]([CH2:9][C:10]#[C:11][C:12]2[CH:13]=[CH:14][C:15]([C:18]([O:20][CH2:21][C:22]3[CH:27]=[CH:26][C:25]([O:28][CH3:29])=[CH:24][CH:23]=3)=[O:19])=[CH:16][CH:17]=2)[C:5](=[O:7])[CH2:4]1. Procedure: 4-Methylthioazetidin-2-one (470 mg., 4 mmole) and 3-bromo-1-[p-(p-methoxybenzyloxycarbonyl)-phenyl]-prop-1-yne (1.44 g., 4 mmole) were converted into the title compound using the process described in Example 22.1. The title compound was obtained as a colourless gum (410 mg., 27% yield). νmax (CHCl3): 1760 (β-lactam C=O), 1720 (ester C=O), 1610 and 1515 (aromatic C=C) cm-1. δ(CDCl3): 2.10 (s, 3H, SCH3), 2.91 (dd, J 15.5, J' 2 Hz, 1H, β-lactam CHH), 3.34 (dd, J 15.5, J' 5 Hz, 1H, β-lactam CHH), 3.... The reactants are solution, CC(=O)N(CCCCCNC(=O)CCC(=O)N(CCCCCNC(=O)CCC(=O)N(CCCCCN)O)O)O.CS(=O)(=O)O (Desferal), solution, [O-]S(=O)(=O)[O-].[Zn+2] (ZnSO4). Product: [Zn].CC(=O)N(CCCCCNC(=O)CCC(=O)N(CCCCCNC(=O)CCC(=O)N(CCCCCN)O)O)O.CS(=O)(=O)O (Zn Desferal). Reaction SMILES: [CH3:1][C:2]([N:4]([OH:39])[CH2:5][CH2:6][CH2:7][CH2:8][CH2:9][NH:10][C:11]([CH2:13][CH2:14][C:15]([N:17]([OH:38])[CH2:18][CH2:19][CH2:20][CH2:21][CH2:22][NH:23][C:24]([CH2:26][CH2:27][C:28]([N:30]([OH:37])[CH2:31][CH2:32][CH2:33][CH2:34][CH2:35][NH2:36])=[O:29])=[O:25])=[O:16])=[O:12])=[O:3].[CH3:40][S:41]([OH:44])(=[O:43])=[O:42].[O-]S([O-])(=O)=O.[Zn+2:50]>>[Zn:50].[CH3:1][C:2]([N:4]([OH:39])[CH2:5][CH2:6][CH2:7][CH2:8][CH2:9][NH:10][C:11]([CH2:13][CH2:14][C:15]([N:17]([OH:38])[CH2:18][CH2:19][CH2:20][CH2:21][CH2:22][NH:23][C:24]([CH2:26][CH2:27][C:28]([N:30]([OH:37])[CH2:31][CH2:32][CH2:33][CH2:34][CH2:35][NH2:36])=[O:29])=[O:25])=[O:16])=[O:12])=[O:3].[CH3:40][S:41]([OH:44])(=[O:43])=[O:42] |f:0.1,2.3,4.5.6|. Procedure details: 50 mM solution of Desferal (Desferrioxamine B) is mixed with 1/5 the volume of 50 mM solution of ZnSO4 (zinc sulfate heptahydrate, Aldrich Chemical Co., Inc.). The mixture is heated to for 45 min. to 40° C. and cooled to form the resultant Zn/Desferrioxamine (5 nM) complex. The ratio Zn/Desferal is 0.2:1.0 Reactants: FB(F)F, COC(=O)COc1ccccc1Oc1cc(NC(C)=O)c(F)cc1Cl, CO, CO. Product: COC(=O)COc1ccccc1Oc1cc(N)c(F)cc1Cl. RXN SMILES: [B:3]([F:4])([F:5])[F:6].[C:7](=[O:8])([CH3:9])[NH:10][c:11]1[c:12]([F:31])[cH:13][c:14]([Cl:30])[c:15]([O:16][c:17]2[c:18]([O:19][CH2:20][C:21](=[O:22])[O:23][CH3:24])[cH:25][cH:26][cH:27][cH:28]2)[cH:29]1.[CH3:1][OH:2].[CH3:32][OH:33]>>[NH2:10][c:11]1[c:12]([F:31])[cH:13][c:14]([Cl:30])[c:15]([O:16][c:17]2[c:18]([O:19][CH2:20][C:21](=[O:22])[O:23][CH3:24])[cH:25][cH:26][cH:27][cH:28]2)[cH:29]1.